This data is from the Open Reaction Database (ORD), a public repository of structured organic reaction records. The task is: describe an organic reaction: reactants, conditions, products, and yield Starting materials: C1CCOC1, O=C(CC(=O)Nc1ccc(Oc2cc(Nc3ccc(OCc4ccccc4)cc3)ncn2)c(F)c1)Nc1ccc(F)cc1, COc1ccc(CNc2cc(Oc3ccc(NC(=O)NC(=O)Cc4ccc(F)cc4)cc3F)ncn2)cc1, CC(C)OC(C)C, O=C=NC(=O)Cc1ccc(F)cc1. The product is O=C(Cc1ccc(F)cc1)NC(=O)Nc1ccc(Oc2cc(Nc3ccc(OCc4ccccc4)cc3)ncn2)c(F)c1. As a reaction SMILES: [CH2:102]1[O:103][CH2:104][CH2:105][CH2:106]1.[CH2:1]([c:2]1[cH:3][cH:4][cH:5][cH:6][cH:7]1)[O:8][c:9]1[cH:10][cH:11][c:12]([NH:15][c:16]2[cH:17][c:18]([O:22][c:23]3[cH:24][cH:25][c:26]([NH:27][C:28](=[O:29])[CH2:30][C:31]([NH:32][c:33]4[cH:34][cH:35][c:36]([F:37])[cH:38][cH:39]4)=[O:40])[cH:41][c:42]3[F:43])[n:19][cH:20][n:21]2)[cH:13][cH:14]1.[CH3:57][O:58][c:59]1[cH:60][cH:61][c:62]([CH2:63][NH:64][c:65]2[n:66][cH:67][n:68][c:69]([O:70][c:72]3[c:73]([F:92])[cH:74][c:75]([NH:78][C:79](=[O:80])[NH:81][C:82]([CH2:83][c:84]4[cH:85][cH:86][c:87]([F:90])[cH:88][cH:89]4)=[O:91])[cH:76][cH:77]3)[cH:71]2)[cH:93][cH:94]1.[CH:95]([O:96][CH:97]([CH3:98])[CH3:99])([CH3:100])[CH3:101].[F:44][c:45]1[cH:46][cH:47][c:48]([CH2:49][C:50]([N:51]=[C:52]=[O:53])=[O:54])[cH:55][cH:56]1>>[CH2:1]([c:2]1[cH:3][cH:4][cH:5][cH:6][cH:7]1)[O:8][c:9]1[cH:10][cH:11][c:12]([NH:15][c:16]2[cH:17][c:18]([O:22][c:72]3[c:73]([F:92])[cH:74][c:75]([NH:78][C:79](=[O:80])[NH:81][C:82]([CH2:83][c:84]4[cH:85][cH:86][c:87]([F:90])[cH:88][cH:89]4)=[O:91])[cH:76][cH:77]3)[n:19][cH:20][n:21]2)[cH:13][cH:14]1. The reactants are FC1=C(C=CC(=C1)F)[N+](=O)[O-] (2,4-difluoronitrobenzene), CN(CCN)C (N,N-dimethylethylene-diamine), C(C)(=O)OCC (Ethyl acetate). Run in CS(=O)C (DMSO). Conditions: temperature 23 celsius, time 1 hour. Product: CN(CCNC1=C(C=CC(=C1)F)[N+](=O)[O-])C (2-(β-dimethylaminoethyl)amino-4-fluoronitrobenzene). The yield is 61.6%. Reaction SMILES: F[C:2]1[CH:7]=[C:6]([F:8])[CH:5]=[CH:4][C:3]=1[N+:9]([O-:11])=[O:10].[CH3:12][N:13]([CH3:17])[CH2:14][CH2:15][NH2:16].C(OCC)(=O)C>CS(C)=O>[CH3:12][N:13]([CH3:17])[CH2:14][CH2:15][NH:16][C:2]1[CH:7]=[C:6]([F:8])[CH:5]=[CH:4][C:3]=1[N+:9]([O-:11])=[O:10]. Reported procedure: To a stirred solution of 2,4-difluoronitrobenzene (3.18 g., 20 mmole) In DMSO (5 ml) was added portion-wise N,N-dimethylethylene-diamine (3.52 g., 40 mmole). The mixture was stirred at 23° C. for 1 hour and poured into crushed ice. Ethyl acetate (200 ml) was added to dissolve the orange-yellow solid. The organic phase separated was washed with water and brine, dried over sodium sulfate and evaporated under reduced pressure. The residue was chromatographed on a silica gel column eluting with CH2C... Reactants: CS(=O)(=O)C1=CC=C(C=C1)C(CC1CCOCC1)C1=CC=C(N1)C1=NC=CC(=C1)C=O (2-(5-{1-[4-(methylsulfonyl)phenyl]-2-(tetrahydro-2H-pyran-4-yl)ethyl}-1H-pyrrol-2-yl)pyridine-4-carbaldehyde), C[Mg]Br (methylmagnesium bromide). The solvent is C(C)(=O)OCC (ethyl acetate), O1CCCC1 (tetrahydrofuran). Conditions: time 8 hour. The product is CS(=O)(=O)C1=CC=C(C=C1)C(CC1CCOCC1)C1=CC=C(N1)C1=NC=CC(=C1)C(C)O (1-[2-(5-{1-[4-(methylsulfonyl)phenyl]-2-(tetrahydro-2H-pyran-4-yl)ethyl}-1H-pyrrol-2-yl)pyridin-4-yl]ethanol). The yield is 76.0%. RXN SMILES: [CH3:1][S:2]([C:5]1[CH:10]=[CH:9][C:8]([CH:11]([C:19]2[NH:23][C:22]([C:24]3[CH:29]=[C:28]([CH:30]=[O:31])[CH:27]=[CH:26][N:25]=3)=[CH:21][CH:20]=2)[CH2:12][CH:13]2[CH2:18][CH2:17][O:16][CH2:15][CH2:14]2)=[CH:7][CH:6]=1)(=[O:4])=[O:3].[CH3:32][Mg]Br>O1CCCC1.C(OCC)(=O)C>[CH3:1][S:2]([C:5]1[CH:10]=[CH:9][C:8]([CH:11]([C:19]2[NH:23][C:22]([C:24]3[CH:29]=[C:28]([CH:30]([OH:31])[CH3:32])[CH:27]=[CH:26][N:25]=3)=[CH:21][CH:20]=2)[CH2:12][CH:13]2[CH2:14][CH2:15][O:16][CH2:17][CH2:18]2)=[CH:7][CH:6]=1)(=[O:4])=[O:3]. Reported procedure: To a solution of 2-(5-{1-[4-(methylsulfonyl)phenyl]-2-(tetrahydro-2H-pyran-4-yl)ethyl}-1H-pyrrol-2-yl)pyridine-4-carbaldehyde (210 mg) in tetrahydrofuran (5 mL) was added methylmagnesium bromide (3M diethyl ether solution, 0.5 mL) at 0° C., and the mixture was stirred overnight at room temperature. The reaction mixture was diluted with ethyl acetate and washed with water. The ethyl acetate layer was washed with saturated brine, dried (MgSO4) and concentrated. The residue was subjected to silica ... Reactants: C(C)(C)(C)OC(NCC1=CC=C(C=C1)OC1=CC(=CC(=C1)C(=O)N1CCCC2CCCCC12)OC1=CC=C(C=C1)C(NO)=N)=O ({4-[3-[4-(N-Hydroxycarbamimidoyl)phenoxy]-5-(octahydroquinoline-1-carbonyl)-phenoxyl]benzyl}carbamic acid tert-butyl ester), C(C)(=O)OC(C)=O (acetic anhydride). Yields the product C(C)(C)(C)OC(NCC1=CC=C(C=C1)OC1=CC(=CC(=C1)C(=O)N1CCCC2CCCCC12)OC1=CC=C(C=C1)C(N(C(C)=O)O)=N)=O ({4-[3-[4-(N-acetylhydroxycarbamimidoyl)phenoxy]-5-(octahydro quinoline-1-carbonyl)phenoxy]benzyl}carbamic Acid Tert-butyl Ester). RXN SMILES: [C:1]([O:5][C:6](=[O:45])[NH:7][CH2:8][C:9]1[CH:14]=[CH:13][C:12]([O:15][C:16]2[CH:21]=[C:20]([C:22]([N:24]3[CH:33]4[CH:28]([CH2:29][CH2:30][CH2:31][CH2:32]4)[CH2:27][CH2:26][CH2:25]3)=[O:23])[CH:19]=[C:18]([O:34][C:35]3[CH:40]=[CH:39][C:38]([C:41](=[NH:44])[NH:42][OH:43])=[CH:37][CH:36]=3)[CH:17]=2)=[CH:11][CH:10]=1)([CH3:4])([CH3:3])[CH3:2].[C:46](OC(=O)C)(=[O:48])[CH3:47]>>[C:1]([O:5][C:6](=[O:45])[NH:7][CH2:8][C:9]1[CH:14]=[CH:13][C:12]([O:15][C:16]2[CH:21]=[C:20]([C:22]([N:24]3[CH:33]4[CH:28]([CH2:29][CH2:30][CH2:31][CH2:32]4)[CH2:27][CH2:26][CH2:25]3)=[O:23])[CH:19]=[C:18]([O:34][C:35]3[CH:36]=[CH:37][C:38]([C:41](=[NH:44])[N:42]([OH:43])[C:46](=[O:48])[CH3:47])=[CH:39][CH:40]=3)[CH:17]=2)=[CH:11][CH:10]=1)([CH3:4])([CH3:2])[CH3:3]. Procedure details: {4-[3-[4-(N-Hydroxycarbamimidoyl)phenoxy]-5-(octahydroquinoline-1-carbonyl)-phenoxyl]benzyl}carbamic acid tert-butyl ester, 1.4 g (2.28 mmol) was acetylated with 0.26 g (2.5 mmol) of acetic anhydride using the procedure of Example 2(e) to afford 1.04 g of the required product. Percentage purity (LCMS): 36.1%, (M+1)=654.3+1. As a reaction SMILES: [CH3:1][C:2]1[CH:3]=[C:4]([OH:10])[CH:5]=[CH:6][C:7]=1[S:8][CH3:9].C(=O)([O-])[O-].[K+].[K+].[CH3:17][N:18]1[C:22]([N+:23]([O-:25])=[O:24])=[CH:21][N:20]=[C:19]1[CH2:26]Cl>CN(C)C=O>[CH3:17][N:18]1[C:22]([N+:23]([O-:25])=[O:24])=[CH:21][N:20]=[C:19]1[CH2:26][O:10][C:4]1[CH:5]=[CH:6][C:7]([S:8][CH3:9])=[C:2]([CH3:1])[CH:3]=1 |f:1.2.3|. Reactants: CC=1C=C(C=CC1SC)O (3-methyl-4-methylmercaptophenol), C([O-])([O-])=O.[K+].[K+] (potassium carbonate), CN1C(=NC=C1[N+](=O)[O-])CCl (1-methyl-2-chloromethyl-5-nitro-imidazole), ice water. The product is CN1C(=NC=C1[N+](=O)[O-])COC1=CC(=C(C=C1)SC)C (1-methyl-2-(3-methyl-4-methylthiophenyl-oxymethyl)-5-nitro-imidazole). Run at temperature 25 celsius. Procedure details: To a solution of 15.4 g (0.1 mol) of 3-methyl-4-methylmercaptophenol in 30 ml of dimethylformamide, 13.8 g (0.1 mol) of potassium carbonate powder are added, and then a solution of 17.6 g (0.1 mol) of 1-methyl-2-chloromethyl-5-nitro-imidazole in 40 ml of dimethylformamide is added dropwise while stirring at 25° C. The temperature of the faintly exothermal reaction is adjusted to at most 35° C. by cooling with ice water. The mixture is then stirred for another hour at 25° C., poured onto ice/wate... Run in CN(C=O)C (dimethylformamide), CN(C=O)C (dimethylformamide). Reactants: CCc1c2n(c3ccccc13)C(=O)CCC2, Cc1c(C=O)ncn1C(c1ccccc1)(c1ccccc1)c1ccccc1, CCCCCC, CC(C)NC(C)C, [Li]CCCC, C1CCOC1, O, O=C(O)C(=O)O. Yields the product CCc1c2n(c3ccccc13)C(=O)C(C(O)c1ncn(C(c3ccccc3)(c3ccccc3)c3ccccc3)c1C)CC2. RXN SMILES: [CH2:13]([CH3:14])[c:15]1[c:16]2[n:17]([c:18]3[cH:19][cH:20][cH:21][cH:22][c:23]13)[C:24](=[O:28])[CH2:25][CH2:26][CH2:27]2.[CH3:29][c:30]1[c:31]([CH:54]=[O:55])[n:32][cH:33][n:34]1[C:35]([c:36]1[cH:37][cH:38][cH:39][cH:40][cH:41]1)([c:42]1[cH:43][cH:44][cH:45][cH:46][cH:47]1)[c:48]1[cH:49][cH:50][cH:51][cH:52][cH:53]1.[CH3:67][CH2:68][CH2:69][CH2:70][CH2:71][CH3:72].[CH:1]([NH:2][CH:3]([CH3:4])[CH3:5])([CH3:6])[CH3:7].[Li:8][CH2:9][CH2:10][CH2:11][CH3:12].[O:62]1[CH2:63][CH2:64][CH2:65][CH2:66]1.[OH2:73].[OH:56][C:57]([C:58](=[O:59])[OH:60])=[O:61]>>[CH2:13]([CH3:14])[c:15]1[c:16]2[n:17]([c:18]3[cH:19][cH:20][cH:21][cH:22][c:23]13)[C:24](=[O:28])[CH:25]([CH:54]([c:31]1[c:30]([CH3:29])[n:34]([C:35]([c:36]3[cH:37][cH:38][cH:39][cH:40][cH:41]3)([c:42]3[cH:43][cH:44][cH:45][cH:46][cH:47]3)[c:48]3[cH:49][cH:50][cH:51][cH:52][cH:53]3)[cH:33][n:32]1)[OH:55])[CH2:26][CH2:27]2. Starting materials: CC(=O)O (HOAc), C(C1=CC=CC=C1)OC=1C=C2C(CCOC2=CC1)=O (6-Benzyloxy-4-chromanone), C(=O)(O)C=1C=C(C=O)C=CC1 (3-carboxybenzaldehyde), [OH-].[Na+] (NaOH). Solvent: CO (MeOH), O (H2O). Conditions: time 9 day. The product is C(C1=CC=CC=C1)OC=1C=C2C(C(COC2=CC1)=CC1=CC(=CC=C1)C(=O)O)=O (6-Benzyloxy-3-(3-carboxyphenylmethylene)-4-chromanone). The yield is 102.9%. As a reaction SMILES: [CH2:1]([O:8][C:9]1[CH:10]=[C:11]2[C:16](=[CH:17][CH:18]=1)[O:15][CH2:14][CH2:13][C:12]2=[O:19])[C:2]1[CH:7]=[CH:6][CH:5]=[CH:4][CH:3]=1.[C:20]([C:23]1[CH:24]=[C:25]([CH:28]=[CH:29][CH:30]=1)[CH:26]=O)([OH:22])=[O:21].[OH-].[Na+].CC(O)=O>CO.O>[CH2:1]([O:8][C:9]1[CH:10]=[C:11]2[C:16](=[CH:17][CH:18]=1)[O:15][CH2:14][C:13](=[CH:26][C:25]1[CH:28]=[CH:29][CH:30]=[C:23]([C:20]([OH:22])=[O:21])[CH:24]=1)[C:12]2=[O:19])[C:2]1[CH:3]=[CH:4][CH:5]=[CH:6][CH:7]=1 |f:2.3|. Reported procedure: A mixture of 6-benzyloxy-4-chromanone from Step 1 (5.68 g, 20 mmol), 3-carboxybenzaldehyde (30 g, 20 mmol), and 5N NaOH (10 ml, 50 mmol) in MeOH (200 ml) was stirred at r.t. for 9 days. The mixture was diluted with H2O (500 ml), acidified with HOAc to pH 5.6, filtered and air dried to give 7.95 g (98%) of the title compound. Starting materials: COC(C1=CC=C(C=C1)CBr)=O (4-bromomethyl-benzoic acid methyl ester), FC1=CC=C(C=C1)[C@H]1C[C@]12C(NC1=CC=CC=C21)=O ((1S,2R)-2-(4-fluorophenyl)spiro[cyclopropane-1,3′-indolin]-2′-one), 388.1. The product is FC1=CC=C(C=C1)[C@@H]1C[C@@]12C(N(C1=CC=CC=C21)CC2=CC=C(C(=O)O)C=C2)=O ((1R,2S)-4-((2-(4-fluorophenyl)-2′-oxospiro[cyclopropane-1,3′-indoline]-1′-yl)methyl)benzoic acid). Reaction SMILES: C[O:2][C:3](=[O:12])[C:4]1[CH:9]=[CH:8][C:7]([CH2:10]Br)=[CH:6][CH:5]=1.[F:13][C:14]1[CH:19]=[CH:18][C:17]([C@@H:20]2[C@:22]3([C:30]4[C:25](=[CH:26][CH:27]=[CH:28][CH:29]=4)[NH:24][C:23]3=[O:31])[CH2:21]2)=[CH:16][CH:15]=1>>[F:13][C:14]1[CH:15]=[CH:16][C:17]([C@H:20]2[C@@:22]3([C:30]4[C:25](=[CH:26][CH:27]=[CH:28][CH:29]=4)[N:24]([CH2:10][C:7]4[CH:8]=[CH:9][C:4]([C:3]([OH:2])=[O:12])=[CH:5][CH:6]=4)[C:23]3=[O:31])[CH2:21]2)=[CH:18][CH:19]=1. Procedure: The title compound was prepared in analogy to Example 1 starting from 4-bromomethyl-benzoic acid methyl ester (commercially available), (1R,2S) and (1S,2R)-2-(4-fluorophenyl)spiro[cyclopropane-1,3′-indolin]-2′-one prepared as in Scheme 1. LC/MS m/e calcd. for C24H18FlNO3: 387, observed (M+H)+: 388.1 1H NMR (400 MHz, DMSO-d6) δppm 2.05-2.14 (m, 1 H) 2.30-2.40 (m, 1 H) 3.21 (t, 2 H) 5.09 (s, 2 H) 6.10 (d, 1 H) 6.70 (t, 1 H) 6.92 (d, 1 H) 7.07 (t, 1 H) 7.11-7.20 (m, 2 H) 7.31-7.38 (m, 2 H) 7.44 (d,...